This data is from the Open Reaction Database (ORD), a public repository of structured organic reaction records. The task is: describe an organic reaction: reactants, conditions, products, and yield The reactants are S1CNC2=C1C=CC=C2 (2,3-dihydro-1,3-benzothiazole), NC1=C(C=CC=C1)S (2-aminobenzenethiol), C=O (formalin), C(C)(C)N(CC)C(C)C (diisopropylethylamine), ClC=1C=C(C(=O)Cl)C=C(C1OC)OC(F)(F)F (3-chloro-4-methoxy-5-trifluoromethoxybenzoyl chloride). Run in ClCCl (dichloromethane). Reaction conditions: time 1 hour. Yields the product ClC=1C=C(C(=O)N2CSC3=C2C=CC=C3)C=C(C1OC)OC(F)(F)F (3-(3-chloro-4-methoxy-5-trifluoromethoxybenzoyl)-2,3-dihydro-1,3-benzothiazole). Reaction SMILES: [S:1]1[C:5]2[CH:6]=[CH:7][CH:8]=[CH:9][C:4]=2[NH:3][CH2:2]1.NC1C=CC=CC=1S.C=O.C(N(C(C)C)CC)(C)C.[Cl:29][C:30]1[CH:31]=[C:32]([CH:36]=[C:37]([O:41][C:42]([F:45])([F:44])[F:43])[C:38]=1[O:39][CH3:40])[C:33](Cl)=[O:34]>ClCCl>[Cl:29][C:30]1[CH:31]=[C:32]([CH:36]=[C:37]([O:41][C:42]([F:43])([F:44])[F:45])[C:38]=1[O:39][CH3:40])[C:33]([N:3]1[C:4]2[CH:9]=[CH:8][CH:7]=[CH:6][C:5]=2[S:1][CH2:2]1)=[O:34]. Procedure details: 2,3-dihydro-1,3-benzothiazole synthesized from 2-aminobenzenethiol (278 mg) and 37% formalin (0.18 mL) in the same manner as in Example 1 was dissolved in dichloromethane (6.5 mL), and diisopropylethylamine (0.50 mL) and 3-chloro-4-methoxy-5-trifluoromethoxybenzoyl chloride (436 mg) were added to the solution, and then the mixture was stirred at room temperature for 1 hour. The solvent was distilled off under reduced pressure and water was added, and then the mixture was extracted with ethyl ace... Reactants: FC=1C=CC=C2C(=C(C(C3(CCOCC3)C12)=O)C(=O)OCC)O (ethyl 8-fluoro-4-hydroxy-2-oxo-2′,3′,5′,6′-tetrahydro-spiro[naphthalene-1,4′-pyran]-3-carboxylate), Cl.NCC(=O)OC(C)(C)C (tert-butyl 2-aminoacetate hydrochloride), C(C)N(C(C)C)C(C)C (N-ethyl-N-isopropylpropan-2-amine). Run in O1CCOCC1 (dioxane). Conditions: temperature 90 celsius. The product is FC=1C=CC=C2C(=C(C(C3(CCOCC3)C12)=O)C(=O)NCC(=O)OC(C)(C)C)O (1,1-Dimethylethyl N-((8-fluoro-4-hydroxy-2-oxo-2′,3′,5′,6′-tetrahydro-spiro[naphthalene-1,4′-pyran]-3-yl)carbonyl)glycinate). Isolated yield 83.7%. As a reaction SMILES: [F:1][C:2]1[CH:3]=[CH:4][CH:5]=[C:6]2[C:16]=1[C:10]1([CH2:15][CH2:14][O:13][CH2:12][CH2:11]1)[C:9](=[O:17])[C:8]([C:18](OCC)=[O:19])=[C:7]2[OH:23].Cl.[NH2:25][CH2:26][C:27]([O:29][C:30]([CH3:33])([CH3:32])[CH3:31])=[O:28].C(N(C(C)C)C(C)C)C>O1CCOCC1>[F:1][C:2]1[CH:3]=[CH:4][CH:5]=[C:6]2[C:16]=1[C:10]1([CH2:15][CH2:14][O:13][CH2:12][CH2:11]1)[C:9](=[O:17])[C:8]([C:18]([NH:25][CH2:26][C:27]([O:29][C:30]([CH3:33])([CH3:32])[CH3:31])=[O:28])=[O:19])=[C:7]2[OH:23] |f:1.2|. Procedure: In a sealed flask was combined ethyl 8-fluoro-4-hydroxy-2-oxo-2′,3′,5′,6′-tetrahydro-spiro[naphthalene-1,4′-pyran]-3-carboxylate (1.8 g, 5.6 mmol), dioxane (75 mL), tert-butyl 2-aminoacetate hydrochloride (3.8 g, 22 mmol), and N-ethyl-N-isopropylpropan-2-amine (3.9 mL, 22 mmol). The flask was sealed and heated at 90° C. for 10 hours. After cooling to room temperature, the reaction was concentrated to give a solid that was purified by flash chromatography (20% EtOAc/hexane) to afford a white soli... Reactants: CCOCC, Cc1c(C(=O)O)sc2c(Cl)cccc12, c1ccc2ncccc2c1. Product: Cc1csc2c(Cl)cccc12. As a reaction SMILES: [CH3:25][CH2:26][O:27][CH2:28][CH3:29].[Cl:1][c:2]1[cH:3][cH:4][cH:5][c:6]2[c:7]1[s:8][c:9]([C:12]([OH:13])=[O:14])[c:10]2[CH3:11].[cH:15]1[cH:16][c:17]2[c:18]([n:19][cH:20][cH:21][cH:22]2)[cH:23][cH:24]1>>[Cl:1][c:2]1[cH:3][cH:4][cH:5][c:6]2[c:7]1[s:8][cH:9][c:10]2[CH3:11]. Starting materials: ClC=1OC(=C(N1)C1=CC=CC=C1)C (2-chloro-5-methyl-4-phenyl-1,3-oxazole), C(CC)N (propylamine). Run in C(C)O (ethanol). Reaction conditions: temperature 110 celsius, time 8 hour. The product is CC1=C(N=C(O1)NCCC)C1=CC=CC=C1 (5-methyl-4-phenyl-N-propyl-1,3-oxazole-2-amine). Isolated yield 52.0%. Reaction SMILES: Cl[C:2]1[O:3][C:4]([CH3:13])=[C:5]([C:7]2[CH:12]=[CH:11][CH:10]=[CH:9][CH:8]=2)[N:6]=1.[CH2:14]([NH2:17])[CH2:15][CH3:16]>C(O)C>[CH3:13][C:4]1[O:3][C:2]([NH:17][CH2:14][CH2:15][CH3:16])=[N:6][C:5]=1[C:7]1[CH:12]=[CH:11][CH:10]=[CH:9][CH:8]=1. Procedure details: To a solution of 2-chloro-5-methyl-4-phenyl-1,3-oxazole (1.46 g, 7.56 mmol) in ethanol (15 mL) was added propylamine (5 mL), and the mixture was stirred in a sealed tube at 110° C. for 8 hr. The reaction mixture was concentrated and water was added. The mixture was extracted with ethyl acetate, washed with saturated brine, dried over anhydrous magnesium sulfate, and concentrated under reduced pressure. The residue was purified by silica gel column chromatography (hexane/ethyl acetate=2:1) to giv... Reactants: C1(=CC=CC=C1)C1CCC(CC1)=O (4-phenylcyclohexanone), C1(CCCCC1)CN (cyclohexylmethylamine), O (water). Run in C1=CC=CC=C1 (benzene). Product: C1(=CC=CC=C1)C1CCC(CC1)NCC1CCCCC1 (N-(4-phenylcyclohexyl)-N-cyclohexylmethylamine). As a reaction SMILES: [C:1]1([CH:7]2[CH2:12][CH2:11][C:10](=O)[CH2:9][CH2:8]2)[CH:6]=[CH:5][CH:4]=[CH:3][CH:2]=1.[CH:14]1([CH2:20][NH2:21])[CH2:19][CH2:18][CH2:17][CH2:16][CH2:15]1.O>C1C=CC=CC=1>[C:1]1([CH:7]2[CH2:12][CH2:11][CH:10]([NH:21][CH2:20][CH:14]3[CH2:19][CH2:18][CH2:17][CH2:16][CH2:15]3)[CH2:9][CH2:8]2)[CH:6]=[CH:5][CH:4]=[CH:3][CH:2]=1. Procedure: A solution of 5 g of 4-phenylcyclohexanone and cyclohexylmethylamine in 100 ml of benzene was refluxed for 2 hours with removing water and the solvent was distilled away in vacuo. The residue was dissolved in methanol and to the solution was added 1.5 g of sodium borohydride. The mixture was stirred at room temperature and the solvent was distilled away in vacuo. To the residue was added water and extracted with diethyl ether. The organic layer was washed with saturated brine and dried over magn... Yields the product OC(c1ccccc1)c1cccnn1. The reactants are Cc1ccc(C(C)C)cc1, O=Cc1ccccc1, O=C(O)c1cccnn1. Reaction SMILES: [CH3:18][CH:19]([c:20]1[cH:21][cH:22][c:23]([CH3:24])[cH:25][cH:26]1)[CH3:27].[CH:10](=[O:11])[c:12]1[cH:13][cH:14][cH:15][cH:16][cH:17]1.[n:1]1[n:2][c:3]([C:7](=[O:8])[OH:9])[cH:4][cH:5][cH:6]1>>[n:1]1[n:2][c:3]([CH:7]([OH:9])[c:12]2[cH:13][cH:14][cH:15][cH:16][cH:17]2)[cH:4][cH:5][cH:6]1.